From a dataset of the Open Reaction Database (ORD), a public repository of structured organic reaction records. describe an organic reaction: reactants, conditions, products, and yield The reactants are compound, NCC=1SC=C(N1)C=1C=C2C3=C(N(C2=CC1)C)N(C(C(=C3)C3=C(C=C(C=C3)Cl)Cl)=O)C (6-(2-aminomethylthiazol-4-yl)-3-(2,4-dichlorophenyl)-1,9-dimethyl-1,9-dihydropyrido[2,3-b]indol-2-one), CS(=O)(=O)Cl (methanesulphonyl chloride). Yields the product ClC1=C(C=CC(=C1)Cl)C1=CC2=C(N(C3=CC=C(C=C23)C=2N=C(SC2)CNS(=O)(=O)C)C)N(C1=O)C (N-{4-[3-(2,4-Dichlorophenyl)-1,9-dimethyl-2-oxo-2,9-dihydro-1H-pyrido[2,3-b]indol-6-yl]thiazol-2-ylmethyl}methanesulphonamide). As a reaction SMILES: [NH2:1][CH2:2][C:3]1[S:4][CH:5]=[C:6]([C:8]2[CH:9]=[C:10]3[C:14](=[CH:15][CH:16]=2)[N:13]([CH3:17])[C:12]2[N:18]([CH3:31])[C:19](=[O:30])[C:20]([C:22]4[CH:27]=[CH:26][C:25]([Cl:28])=[CH:24][C:23]=4[Cl:29])=[CH:21][C:11]3=2)[N:7]=1.[CH3:32][S:33](Cl)(=[O:35])=[O:34]>>[Cl:29][C:23]1[CH:24]=[C:25]([Cl:28])[CH:26]=[CH:27][C:22]=1[C:20]1[C:19](=[O:30])[N:18]([CH3:31])[C:12]2[N:13]([CH3:17])[C:14]3[C:10]([C:11]=2[CH:21]=1)=[CH:9][C:8]([C:6]1[N:7]=[C:3]([CH2:2][NH:1][S:33]([CH3:32])(=[O:35])=[O:34])[S:4][CH:5]=1)=[CH:16][CH:15]=3. Procedure details: The process is carried out as indicated in Example 99 above, with the compound from Example 147, 6-(2-aminomethylthiazol-4-yl)-3-(2,4-dichlorophenyl)-1,9-dimethyl-1,9-dihydropyrido[2,3-b]indol-2-one, and methanesulphonyl chloride.